Dataset: the Open Reaction Database (ORD), a public repository of structured organic reaction records. Task: describe an organic reaction: reactants, conditions, products, and yield Reactants: C(C1=CC=CC=C1)N1CCN(CC1)CCC1(CCCC1)CN1C(CCC1)=O (1-[[1-[2-(4-benzyl-1-piperazinyl)ethyl]cyclopentyl]methyl]-2-pyrrolidinone), [H][H] (hydrogen). Reagents/catalysts: [OH-].[Pd+2].[OH-] (palladium hydroxide). Yields the product N1(CCNCC1)CCC1(CCCC1)CN1C(CCC1)=O (1-[[1-[2-(1-Piperazinyl)ethyl]cyclopentyl]methyl]-2-pyrrolidinone). The solvent is CO (methanol). Procedure: A mixture of 1-[[1-[2-(4-benzyl-1-piperazinyl)ethyl]cyclopentyl]methyl]-2-pyrrolidinone (408 mg) and palladium hydroxide (41 mg) in methanol (5.5 ml) was stirred under hydrogen (4 kg) for 7 hours. After hydrogen was replaced with nitrogen, the mixture was filtered through Celite. The filtrate was concentrated in vacuo to provide a yellow oil. (345 mg/100%) Reaction SMILES: C([N:8]1[CH2:13][CH2:12][N:11]([CH2:14][CH2:15][C:16]2([CH2:21][N:22]3[CH2:26][CH2:25][CH2:24][C:23]3=[O:27])[CH2:20][CH2:19][CH2:18][CH2:17]2)[CH2:10][CH2:9]1)C1C=CC=CC=1.[H][H]>CO.[OH-].[Pd+2].[OH-]>[N:11]1([CH2:14][CH2:15][C:16]2([CH2:21][N:22]3[CH2:26][CH2:25][CH2:24][C:23]3=[O:27])[CH2:17][CH2:18][CH2:19][CH2:20]2)[CH2:10][CH2:9][NH:8][CH2:13][CH2:12]1 |f:3.4.5|. Reaction conditions: time 7 hour. The reactants are COC1=C2CCCC(C2=CC=C1OC)=O (5,6-dimethoxy-1-tetralone), [Cl-].[Al+3].[Cl-].[Cl-] (aluminum chloride), Cl (HCl). Run in C1(=CC=CC=C1)C (toluene). Run at temperature 80 celsius, time 2 hour. Product: OC1=C2CCCC(C2=CC=C1O)=O (5.6-Dihydroxy-1-tetralone). The yield is 95.5%. As a reaction SMILES: C[O:2][C:3]1[C:12]([O:13]C)=[CH:11][CH:10]=[C:9]2[C:4]=1[CH2:5][CH2:6][CH2:7][C:8]2=[O:15].[Cl-].[Al+3].[Cl-].[Cl-].Cl>C1(C)C=CC=CC=1>[OH:2][C:3]1[C:12]([OH:13])=[CH:11][CH:10]=[C:9]2[C:4]=1[CH2:5][CH2:6][CH2:7][C:8]2=[O:15] |f:1.2.3.4|. Reported procedure: To a solution 5,6-dimethoxy-1-tetralone (100 g) in toluene (958 ml) was added aluminum chloride (200 g) in small portions. After the addition was complete the reaction was heated to 80° C. and mechanically stirred for 2 hours. The reaction was cooled and slowly poured into ice and concentrated HCl. The resulting solids were filtered and washed with cold dilute HCl. the resulting solids were taken up into monoglyme, dried (MgSO4), filtered, treated with charcoal, refiltered and concentrated. The ... Reactants: CN(C)C#N, Cc1cccc(O)c1, Cl, CSc1cccc(-c2ccccc2N)c1. Yields the product CSc1cccc(-c2ccccc2NC(=N)N(C)C)c1. RXN SMILES: [CH3:17][N:18]([C:19]#[N:20])[CH3:21].[CH3:22][c:23]1[cH:24][c:25]([OH:26])[cH:27][cH:28][cH:29]1.[ClH:1].[NH2:2][c:3]1[c:4](-[c:9]2[cH:10][c:11]([S:15][CH3:16])[cH:12][cH:13][cH:14]2)[cH:5][cH:6][cH:7][cH:8]1>>[NH:2]([c:3]1[c:4](-[c:9]2[cH:10][c:11]([S:15][CH3:16])[cH:12][cH:13][cH:14]2)[cH:5][cH:6][cH:7][cH:8]1)[C:19]([N:18]([CH3:17])[CH3:21])=[NH:20]. Starting materials: C#CCCCCCC (n-octyne), C(C)OC(\C=C/I)=O ((Z)-ethyl-3-iodoacrylate). The product is C(\C=C/C#CCCCCCC)(=O)OCC ((Z)-ethyl undec-2-en-4-ynoate). Reaction SMILES: [CH:1]#[C:2][CH2:3][CH2:4][CH2:5][CH2:6][CH2:7][CH3:8].[CH2:9]([O:11][C:12](=[O:16])/[CH:13]=[CH:14]\I)[CH3:10]>>[C:12]([O:11][CH2:9][CH3:10])(=[O:16])/[CH:13]=[CH:14]\[C:1]#[C:2][CH2:3][CH2:4][CH2:5][CH2:6][CH2:7][CH3:8]. Procedure details: The general procedure was used to convert n-octyne and (Z)-ethyl-3-iodoacrylate to the title product. Purification by flash chromatography (5% ethyl acetate in hexane as the eluent) gave the analytically pure product as a light yellow oil (401 mg, 96% yield). 1H NMR (400 MHz, CDCl3) δ 6.13 (dt, J=10.82, 1H), 6.02 (d, J=10.96, 1H), 4.21 (q, 2H), 2.44 (m, 2H), 1.58 (p, 2H), 1.42 (m, 2H), 1.30-1.28 (m, 7H), 0.89 (t, 3H). 13C NMR (100 MHz, CDCl3) δ 164.87, 127.34, 123.89, 104.17, 77.66, 60.18, 31.30... Reactants: CNC, CN(C)C=O, N#Cc1cc(Cl)ccc1[N+](=O)[O-], O. Yields the product CN(C)c1ccc([N+](=O)[O-])c(C#N)c1. As a reaction SMILES: [CH3:13][NH:14][CH3:15].[CH3:17][N:18]([CH3:19])[CH:20]=[O:21].[Cl:1][c:2]1[cH:3][cH:4][c:5]([N+:10](=[O:11])[O-:12])[c:6]([C:7]#[N:8])[cH:9]1.[OH2:16]>>[c:2]1([N:14]([CH3:13])[CH3:15])[cH:3][cH:4][c:5]([N+:10](=[O:11])[O-:12])[c:6]([C:7]#[N:8])[cH:9]1. Starting materials: C(C1=CC=CC=C1)(=O)N1CC2=C(N=NC(=C2)NN)CC1 (6-benzoyl-3-hydrazino-5,6,7,8-tetrahydropyrido[4,3-c]pyridazine). The solvent is C1(CCCCC1)=O (cyclohexanone). Yields the product C(C1=CC=CC=C1)(=O)N1CC2=C(N=NC(=C2)NN=C2CCCCC2)CC1 (6-Benzoyl-3-cyclohexylidenehydrazino-5,6,7,8-tetrahydropyridino[4,3-c]-pyridazine). RXN SMILES: [C:1]([N:9]1[CH2:20][CH2:19][C:12]2[N:13]=[N:14][C:15]([NH:17][NH2:18])=[CH:16][C:11]=2[CH2:10]1)(=[O:8])[C:2]1[CH:7]=[CH:6][CH:5]=[CH:4][CH:3]=1>C1(=O)CCCCC1>[C:1]([N:9]1[CH2:20][CH2:19][C:12]2[N:13]=[N:14][C:15]([NH:17][N:18]=[C:2]3[CH2:7][CH2:6][CH2:5][CH2:4][CH2:3]3)=[CH:16][C:11]=2[CH2:10]1)(=[O:8])[C:2]1[CH:3]=[CH:4][CH:5]=[CH:6][CH:7]=1. Procedure: A suspension of 8.3 g of 6-benzoyl-3-hydrazino-5,6,7,8-tetrahydropyrido[4,3-c]pyridazine in 20 cc of cyclohexanone is boiled at reflux at a bath temperature of 180° for 2 hours. The title compound has a M.P. of 188°-191° (decomp., from acetonitrile). The reactants are [Cl-].[NH4+] (ammonium chloride), C(CCC)[Li] (butyllithium), C#CCCC (1-pentyne), ClC(C=O)C (chloropropionaldehyde), product. Run in CCCCCC (hexane), CCCCCC (hexane). Yields the product ClCCC(C#CCCC)O (1-chloro-3-hydroxy-4-octyne). As a reaction SMILES: C([Li])CCC.[CH:6]#[C:7][CH2:8][CH2:9][CH3:10].Cl[CH:12]([CH3:15])[CH:13]=[O:14].[Cl-:16].[NH4+]>CCCCCC>[Cl:16][CH2:15][CH2:12][CH:13]([OH:14])[C:6]#[C:7][CH2:8][CH2:9][CH3:10] |f:3.4|. Procedure details: To 68 ml. of 1.6M butyllithium in hexane at -50°C. is added dropwise, with stirring, 7.4 g. of 1-pentyne. The resulting white sludge is diluted with 20 ml. of hexane, brought to 10°C. and treated with 11 g. of freshly prepared β -chloropropionaldehyde (Org. Syn., Coll. Vol. I, p. 166) at such a rate that the temperature is maintained at 10°-15°C. The solution is allowed to stir at ambient temperature for 18 hours then treated with saturated ammonium chloride solution. The organic phase is separa...